This data is from the Open Reaction Database (ORD), a public repository of structured organic reaction records. The task is: describe an organic reaction: reactants, conditions, products, and yield As a reaction SMILES: [CH:1]1([C:7]2[C:8]3[CH:25]=[CH:24][C:23]([C:26]([O:28][CH2:29][CH3:30])=[O:27])=[N:22][C:9]=3[N:10]3[C:16]=2[C:15]2[CH:17]=[CH:18][CH:19]=[CH:20][C:14]=2[NH:13][C:12](=O)[CH2:11]3)[CH2:6][CH2:5][CH2:4][CH2:3][CH2:2]1.C(=O)([O-])O.[Na+]>O1CCCC1>[CH:1]1([C:7]2[C:8]3[CH:25]=[CH:24][C:23]([C:26]([O:28][CH2:29][CH3:30])=[O:27])=[N:22][C:9]=3[N:10]3[C:16]=2[C:15]2[CH:17]=[CH:18][CH:19]=[CH:20][C:14]=2[NH:13][CH2:12][CH2:11]3)[CH2:2][CH2:3][CH2:4][CH2:5][CH2:6]1 |f:1.2|. Yields the product C1(CCCCC1)C=1C2=C(N3CCNC4=C(C13)C=CC=C4)N=C(C=C2)C(=O)OCC (ethyl 12-cyclohexyl-6,7-dihydro-5H-5,7a,8-triazadibenzo[a,e]azulene-9-carboxylate). Starting materials: C(O)([O-])=O.[Na+] (sodium hydrogen carbonate), C1(CCCCC1)C=1C2=C(N3CC(NC4=C(C13)C=CC=C4)=O)N=C(C=C2)C(=O)OCC (ethyl 12-cyclohexyl-6-oxo-6,7-dihydro-5H-5,7a,8-triazadibenzo[a,e]azulene-9-carboxylate), BH3. Procedure: To a solution of ethyl 12-cyclohexyl-6-oxo-6,7-dihydro-5H-5,7a,8-triazadibenzo[a,e]azulene-9-carboxylate (111 mg, 0.28 mmol) in tetrahydrofuran (1 ml) was added 1M BH3 THF complex tetrahydrofuran solution (1.6 ml) with stirring under ice-cooling, and the mixture was stirred at room temperature for 5 hr. To the reaction mixture was added saturated aqueous sodium hydrogen carbonate solution, and the mixture was extracted with ethyl acetate. The organic layer was washed with saturated brine and dri... The yield is 67.9%. The solvent is O1CCCC1 (tetrahydrofuran), C1CCOC1 (THF). Reactants: 12.6, BrCC1COC2=C(O1)C=CC=C2 (2-(bromomethyl)-2,3-dihydro-1,4-benzodioxin), C(C)(=O)O.N1CCC(CC1)CNC(C)=O (N-(4piperidinylmethyl)acetamide acetate), C([O-])([O-])=O.[Na+].[Na+] (sodium carbonate), [I-].[Na+] (sodium iodide). Run in CN(C(C)=O)C (N,N-dimethylacetamide), O (water). Conditions: temperature 75 celsius, time 8 hour. Yields the product O1C(COC2=C1C=CC=C2)CN2CCC(CC2)CNC(C)=O (N-[[1-[(2,3-dihydro-1,4-benzodioxin-2-yl)methyl]-4-piperidinyl]methyl]acetamide). Isolated yield 21.0%. RXN SMILES: Br[CH2:2][CH:3]1[O:8][C:7]2[CH:9]=[CH:10][CH:11]=[CH:12][C:6]=2[O:5][CH2:4]1.C(O)(=O)C.[NH:17]1[CH2:22][CH2:21][CH:20]([CH2:23][NH:24][C:25](=[O:27])[CH3:26])[CH2:19][CH2:18]1.C(=O)([O-])[O-].[Na+].[Na+].[I-].[Na+]>O.CN(C)C(=O)C>[O:8]1[C:7]2[CH:9]=[CH:10][CH:11]=[CH:12][C:6]=2[O:5][CH2:4][CH:3]1[CH2:2][N:17]1[CH2:22][CH2:21][CH:20]([CH2:23][NH:24][C:25](=[O:27])[CH3:26])[CH2:19][CH2:18]1 |f:1.2,3.4.5,6.7|. Reported procedure: A mixture of 12.6 parts of 2-(bromomethyl)-2,3-dihydro-1,4-benzodioxin, 11 parts of N-(4piperidinylmethyl)acetamide acetate (1:1), 15 parts of sodium carbonate, 0.1 parts of sodium iodide and 135 parts of N,N-dimethylacetamide was stirred overnight at 75° C. The reaction mixture was poured into water. The product was extracted with 4-methyl-2-pentanone. The extract was dried, filtered and evaporated. The residue was crystallized from a mixture of 1,1'-oxybisethane and 2,2'-oxybispropane. The pro... Starting materials: CCCCCCCNC(=O)N(C)c1cccc(-c2ccc(C=C(C)C(=O)OCC)cc2)c1, CO, CC(=O)O, [Na+], C1CCOC1, [OH-], O. Product: CCCCCCCNC(=O)N(C)c1cccc(-c2ccc(C=C(C)C(=O)O)cc2)c1. As a reaction SMILES: [CH2:3]([CH2:4][CH2:5][CH2:6][CH2:7][CH2:8][CH3:9])[NH:10][C:11]([N:12]([CH3:13])[c:14]1[cH:15][c:16](-[c:20]2[cH:21][cH:22][c:23]([CH:26]=[C:27]([C:28](=[O:29])[O:30][CH2:31][CH3:32])[CH3:33])[cH:24][cH:25]2)[cH:17][cH:18][cH:19]1)=[O:34].[CH3:35][OH:36].[CH3:43][C:44](=[O:45])[OH:46].[Na+:2].[O:37]1[CH2:38][CH2:39][CH2:40][CH2:41]1.[OH-:1].[OH2:42]>>[CH2:3]([CH2:4][CH2:5][CH2:6][CH2:7][CH2:8][CH3:9])[NH:10][C:11]([N:12]([CH3:13])[c:14]1[cH:15][c:16](-[c:20]2[cH:21][cH:22][c:23]([CH:26]=[C:27]([C:28](=[O:29])[OH:30])[CH3:33])[cH:24][cH:25]2)[cH:17][cH:18][cH:19]1)=[O:34]. Reaction SMILES: [C:1](#[N:2])[c:3]1[cH:4][cH:5][c:6](-[c:9]2[cH:10][c:11]([CH:19]([CH3:20])[O:21][CH2:22][C:23]3([c:36]4[cH:37][cH:38][cH:39][cH:40][cH:41]4)[CH2:24][CH2:25][N:26]([C:29]([O:30][C:31]([CH3:32])([CH3:33])[CH3:34])=[O:35])[CH2:27][CH2:28]3)[cH:12][c:13]([C:15]([F:16])([F:17])[F:18])[cH:14]2)[cH:7][cH:8]1.[OH:42][C:43]([C:44]([F:45])([F:46])[F:47])=[O:48]>>[C:1](#[N:2])[c:3]1[cH:4][cH:5][c:6](-[c:9]2[cH:10][c:11]([CH:19]([CH3:20])[O:21][CH2:22][C:23]3([c:36]4[cH:37][cH:38][cH:39][cH:40][cH:41]4)[CH2:24][CH2:25][NH:26][CH2:27][CH2:28]3)[cH:12][c:13]([C:15]([F:16])([F:17])[F:18])[cH:14]2)[cH:7][cH:8]1. Starting materials: CC(OCC1(c2ccccc2)CCN(C(=O)OC(C)(C)C)CC1)c1cc(-c2ccc(C#N)cc2)cc(C(F)(F)F)c1, O=C(O)C(F)(F)F. Yields the product CC(OCC1(c2ccccc2)CCNCC1)c1cc(-c2ccc(C#N)cc2)cc(C(F)(F)F)c1. The reactants are Brc1nc(cs1)C(=O)Nc2ccccc2N3CCNCC3, CC1(C)OB(OC1(C)C)c2cnc(nc2)n3cccn3. The reagents and catalysts are CCN=P(N=P(N(C)C)(N(C)C)N(C)C)(N(C)C)N(C)C (P2-Et), CN(C)c1ccc([PH](C(C)(C)C)(C(C)(C)C)[Pd]2(OS(C)(=O)=O)Nc3ccccc3-c3ccccc32)cc1 (Aphos G3). The solvent is CS(C)=O (DMSO), O (water), CS(C)=O (DMSO), CS(C)=O (DMSO), CS(C)=O (DMSO). Conditions: time 22 hour. Yields the product O=C(Nc1ccccc1N2CCNCC2)c3csc(n3)c4cnc(nc4)n5cccn5, Brc1nc(cs1)C(=O)Nc2ccccc2N3CCNCC3, c1ccc(-c2ccccc2)cc1. The reactants are CC(=O)OC(C)=O, ClC(Cl)Cl, O, OCC1CC2C=CC1C2. Product: CC(=O)O, OCC1CC2C=CC1C2. RXN SMILES: [CH3:10][C:11](=[O:12])[O:13][C:14](=[O:15])[CH3:16].[CH:18]([Cl:19])([Cl:20])[Cl:21].[OH2:17].[OH:1][CH2:2][CH:3]1[CH:4]2[CH:5]=[CH:6][CH:7]([CH2:8]1)[CH2:9]2>>[CH3:10][C:11](=[O:12])[OH:13].[OH:1][CH2:2][CH:3]1[CH:4]2[CH:5]=[CH:6][CH:7]([CH2:8]1)[CH2:9]2.